Dataset: the Open Reaction Database (ORD), a public repository of structured organic reaction records. Task: describe an organic reaction: reactants, conditions, products, and yield Starting materials: BrC=1C=C2C(=CC1)OC=1C(=NC(=CC1[C@@]21N=C(SC1)N)Cl)F ((S)-7-bromo-3-chloro-1-fluoro-5′H-spiro[chromeno[2,3-c]pyridine-5,4′-thiazol]-2′-amine), FC1=NC=CC=C1B(O)O (2-fluoropyridin-3-ylboronic acid), O1CCC(=CC1)B1OC(C(O1)(C)C)(C)C (2-(3,6-dihydro-2H-pyran-4-yl)-4,4,5,5-tetramethyl-1,3,2-dioxaborolane). Product: O1CCC(=CC1)C1=CC2=C(C(=N1)F)OC1=CC=C(C=C1[C@]21N=C(SC1)N)C=1C(=NC=CC1)F ((S)-3-(3,6-dihydro-2H-pyran-4-yl)-1-fluoro-7-(2-fluoropyridin-3-yl)-5′H-spiro[chromeno[2,3-c]pyridine-5,4′-thiazol]-2′-amine). Reaction SMILES: Br[C:2]1[CH:3]=[C:4]2[C@@:15]3([CH2:19][S:18][C:17]([NH2:20])=[N:16]3)[C:14]3[CH:13]=[C:12](Cl)[N:11]=[C:10]([F:22])[C:9]=3[O:8][C:5]2=[CH:6][CH:7]=1.[F:23][C:24]1[C:29](B(O)O)=[CH:28][CH:27]=[CH:26][N:25]=1.[O:33]1[CH2:38][CH:37]=[C:36](B2OC(C)(C)C(C)(C)O2)[CH2:35][CH2:34]1>>[O:33]1[CH2:34][CH:35]=[C:36]([C:12]2[N:11]=[C:10]([F:22])[C:9]3[O:8][C:5]4[C:4]([C@@:15]5([CH2:19][S:18][C:17]([NH2:20])=[N:16]5)[C:14]=3[CH:13]=2)=[CH:3][C:2]([C:29]2[C:24]([F:23])=[N:25][CH:26]=[CH:27][CH:28]=2)=[CH:7][CH:6]=4)[CH2:37][CH2:38]1. Procedure details: The titled compound was synthesized by steps analogous to those described in method BB12 above, but using (S)-7-bromo-3-chloro-1-fluoro-5′H-spiro[chromeno[2,3-c]pyridine-5,4′-thiazol]-2′-amine (prepared as described in Method BB26 but using bromo-3-chloro-1-fluoro-5H-chromeno[2,3-c]pyridin-5-one), 2-fluoropyridin-3-ylboronic acid and 2-(3,6-dihydro-2H-pyran-4-yl)-4,4,5,5-tetramethyl-1,3,2-dioxaborolane. Starting materials: CO (methanol), ClC1=C2N=C(N(C2=NC=N1)CC1=CC=C(C=C1)F)CC1CCN(CC1)CC1=CC=CC=C1 (6-chloro-9-[(4-fluorophenyl)methyl]-8-[[1-(phenylmethyl)-4-piperidinyl]methyl]-9H-purine), C[O-].[Na+] (sodium methoxide), [Na] (sodium). The solvent is O (water). Reaction conditions: time 8 hour. Product: 34.5, FC1=CC=C(C=C1)CN1C2=NC=NC(=C2N=C1CC1CCN(CC1)CC1=CC=CC=C1)OC (9-[(4-fluorophenyl)methyl]-6-methoxy-8-[[1-(phenylmethyl)-4-piperidinyl]methyl]-9H-purine). The yield is 70.4%. As a reaction SMILES: [CH3:1][O-:2].[Na+].[Na].CO.Cl[C:8]1[N:16]=[CH:15][N:14]=[C:13]2[C:9]=1[N:10]=[C:11]([CH2:25][CH:26]1[CH2:31][CH2:30][N:29]([CH2:32][C:33]3[CH:38]=[CH:37][CH:36]=[CH:35][CH:34]=3)[CH2:28][CH2:27]1)[N:12]2[CH2:17][C:18]1[CH:23]=[CH:22][C:21]([F:24])=[CH:20][CH:19]=1>O>[F:24][C:21]1[CH:22]=[CH:23][C:18]([CH2:17][N:12]2[C:11]([CH2:25][CH:26]3[CH2:31][CH2:30][N:29]([CH2:32][C:33]4[CH:38]=[CH:37][CH:36]=[CH:35][CH:34]=4)[CH2:28][CH2:27]3)=[N:10][C:9]3[C:13]2=[N:14][CH:15]=[N:16][C:8]=3[O:2][CH3:1])=[CH:19][CH:20]=1 |f:0.1,^1:3|. Reported procedure: To a previously prepared sodium methoxide solution, starting from 25 parts of sodium in 400 parts of methanol, were added 49.4 parts of 6-chloro-9-[(4-fluorophenyl)methyl]-8-[[1-(phenylmethyl)-4-piperidinyl]methyl]-9H-purine. After stirring for 8 hours at reflux temperature, the reaction mixture was cooled and 1000 parts of water were added. The precipitated product was filtered off and dried, yielding 34.5 parts (70.4%) of 9-[(4-fluorophenyl)methyl]-6-methoxy-8-[[1-(phenylmethyl)-4-piperidinyl]... Reactants: COC1=CC=C(CN(C2=NC=C(C=N2)C=2C3=C(N=C(N2)N2CCOCC2)N(CC3)C3=CC=C(C(=O)O)C=C3)CC3=CC=C(C=C3)OC)C=C1 (4-(4-{2-[bis-(4-methoxy-benzyl)-amino]-pyrimidin-5-yl}-2-morpholin-4-yl-5,6-dihydro-pyrrolo[2,3-d]pyrimidin-7-yl)-benzoic acid), O1CCN(CC1)C1CCNCC1 (4-morpholinopiperidine). Product: COC1=CC=C(CN(C2=NC=C(C=N2)C=2C3=C(N=C(N2)N2CCOCC2)N(CC3)C3=CC=C(C=C3)C(=O)N3CCC(CC3)N3CCOCC3)CC3=CC=C(C=C3)OC)C=C1 ({4-[4-{2-[bis-(4-methoxy-benzyl)-amino]-pyrimidin-5-yl}-2-morpholin-4-yl-5,6-dihydro-pyrrolo[2,3-d]pyrimidin-7-yl]-phenyl}-(4-morpholin-4-yl-piperidin-1-yl)-methanone). Yield: 83.5%. As a reaction SMILES: [CH3:1][O:2][C:3]1[CH:49]=[CH:48][C:6]([CH2:7][N:8]([CH2:39][C:40]2[CH:45]=[CH:44][C:43]([O:46][CH3:47])=[CH:42][CH:41]=2)[C:9]2[N:14]=[CH:13][C:12]([C:15]3[C:16]4[CH2:29][CH2:28][N:27]([C:30]5[CH:38]=[CH:37][C:33]([C:34](O)=[O:35])=[CH:32][CH:31]=5)[C:17]=4[N:18]=[C:19]([N:21]4[CH2:26][CH2:25][O:24][CH2:23][CH2:22]4)[N:20]=3)=[CH:11][N:10]=2)=[CH:5][CH:4]=1.[O:50]1[CH2:55][CH2:54][N:53]([CH:56]2[CH2:61][CH2:60][NH:59][CH2:58][CH2:57]2)[CH2:52][CH2:51]1>>[CH3:47][O:46][C:43]1[CH:42]=[CH:41][C:40]([CH2:39][N:8]([CH2:7][C:6]2[CH:48]=[CH:49][C:3]([O:2][CH3:1])=[CH:4][CH:5]=2)[C:9]2[N:10]=[CH:11][C:12]([C:15]3[C:16]4[CH2:29][CH2:28][N:27]([C:30]5[CH:38]=[CH:37][C:33]([C:34]([N:59]6[CH2:60][CH2:61][CH:56]([N:53]7[CH2:54][CH2:55][O:50][CH2:51][CH2:52]7)[CH2:57][CH2:58]6)=[O:35])=[CH:32][CH:31]=5)[C:17]=4[N:18]=[C:19]([N:21]4[CH2:22][CH2:23][O:24][CH2:25][CH2:26]4)[N:20]=3)=[CH:13][N:14]=2)=[CH:45][CH:44]=1. Procedure: Using 4-(4-{2-[bis-(4-methoxy-benzyl)-amino]-pyrimidin-5-yl}-2-morpholin-4-yl-5,6-dihydro-pyrrolo[2,3-d]pyrimidin-7-yl)-benzoic acid (80.0 mg, 0.121 mmol) obtained in Step A in Example 1-D-19 and 4-morpholinopiperidine (41.3 mg, 0.242 mmol) instead of 3-(aminomethyl)pyridine, amidation was carried out in the same manner as Step B in Example 1-D-19, to obtain a crude product of {4-[4-{2-[bis-(4-methoxy-benzyl)-amino]-pyrimidin-5-yl}-2-morpholin-4-yl-5,6-dihydro-pyrrolo[2,3-d]pyrimidin-7-yl]-pheny... Reactants: F[B-](F)(F)F, COC(=O)c1c(Br)c(Cl)cc2[nH]ncc12, C[O+](C)C, CCOC(C)=O. Yields the product COC(=O)c1c(Br)c(Cl)cc2nn(C)cc12. Reaction SMILES: [B-:16]([F:17])([F:18])([F:19])[F:20].[Br:1][c:2]1[c:3]([C:12](=[O:13])[O:14][CH3:15])[c:4]2[cH:5][n:6][nH:7][c:8]2[cH:9][c:10]1[Cl:11].[CH3:21][O+:22]([CH3:23])[CH3:24].[CH3:25][CH2:26][O:27][C:28](=[O:29])[CH3:30]>>[Br:1][c:2]1[c:3]([C:12](=[O:13])[O:14][CH3:15])[c:4]2[cH:5][n:6]([CH3:21])[n:7][c:8]2[cH:9][c:10]1[Cl:11]. The reactants are O[C@H](C(=O)N[C@@H](CC(=O)O)C1=CC=CC=C1)[C@@H]([C@@H]([C@H](CO)NC([C@@H](N)CC(C)C)=O)O)O ((S)-3-[(2S,3R,4R,5S)-2,3,4,6-tetrahydroxy-5-(L-leucyl)aminohexanoyl]amino-3-phenylpropionic acid), O[C@H](C(=O)N[C@@H](CC(=O)O)C1=CC=CC=C1)[C@@H]([C@@H]([C@H](CO)NC([C@@H](N)CC(C)C)=O)O)O ((S)-3-[(2S,3R,4R,5S)-2,3,4,6-tetrahydroxy-5-(L-leucyl)aminohexanoyl]amino-3-phenylpropionic acid), Cl (hydrochloric acid). Solvent: O (water). The product is Cl.O[C@H](C(=O)N[C@@H](CC(=O)O)C1=CC=CC=C1)[C@@H]([C@@H]([C@H](CO)NC([C@@H](N)CC(C)C)=O)O)O ((S)-3-[(2S,3R,4R,5S)-2,3,4,6-tetrahydroxy-5-(L-leucyl)aminohexanoyl]amino-3-phenylpropionic acid hydrochloride). RXN SMILES: [OH:1][C@@H:2]([C@H:17]([OH:32])[C@H:18]([OH:31])[C@@H:19]([NH:22][C:23](=[O:30])[C@H:24]([CH2:26][CH:27]([CH3:29])[CH3:28])[NH2:25])[CH2:20][OH:21])[C:3]([NH:5][C@H:6]([C:11]1[CH:16]=[CH:15][CH:14]=[CH:13][CH:12]=1)[CH2:7][C:8]([OH:10])=[O:9])=[O:4].[ClH:33]>O>[ClH:33].[OH:1][C@@H:2]([C@H:17]([OH:32])[C@H:18]([OH:31])[C@@H:19]([NH:22][C:23](=[O:30])[C@H:24]([CH2:26][CH:27]([CH3:28])[CH3:29])[NH2:25])[CH2:20][OH:21])[C:3]([NH:5][C@H:6]([C:11]1[CH:16]=[CH:15][CH:14]=[CH:13][CH:12]=1)[CH2:7][C:8]([OH:10])=[O:9])=[O:4] |f:3.4|. Procedure details: To a solution of (S)-3-[(2S,3R,4R,5S)-2,3,4,6-tetrahydroxy-5-(L-leucyl)aminohexanoyl]amino-3-phenylpropionic acid (Compound 3) (2.00 g) in water (50 ml) was added 1N hydrochloric acid (4.83 ml). After the mixture was filtrated through membrane filter, the filtrate was concentrated under reduced pressure. Recrystallization from methanol-diethylether provided the title compound (1.84 g).